Dataset: the Open Reaction Database (ORD), a public repository of structured organic reaction records. Task: describe an organic reaction: reactants, conditions, products, and yield Reactants: N1(CCNCC1)CCC1=CC2=C(C(OC2)=O)C=C1 (5-(2-piperazin-1-ylethyl)-2-benzofuran-1(3H)-one), COC1=C(C#N)C=CC(=C1)C1OC1 (2-(methyloxy)-4-oxiran-2-ylbenzonitrile). Yields the product OC(CN1CCN(CC1)CCC1=CC2=C(C(OC2)=O)C=C1)C1=CC(=C(C#N)C=C1)OC (4-(1-Hydroxy-2-{4-[2-(1-oxo-1,3-dihydro-2-benzofuran-5-yl)ethyl]piperazin-1-yl}ethyl)-2-(methyloxy)benzonitrile). As a reaction SMILES: [N:1]1([CH2:7][CH2:8][C:9]2[CH:18]=[CH:17][C:12]3[C:13](=[O:16])[O:14][CH2:15][C:11]=3[CH:10]=2)[CH2:6][CH2:5][NH:4][CH2:3][CH2:2]1.[CH3:19][O:20][C:21]1[CH:28]=[C:27]([CH:29]2[CH2:31][O:30]2)[CH:26]=[CH:25][C:22]=1[C:23]#[N:24]>>[OH:30][CH:29]([C:27]1[CH:26]=[CH:25][C:22]([C:23]#[N:24])=[C:21]([O:20][CH3:19])[CH:28]=1)[CH2:31][N:4]1[CH2:5][CH2:6][N:1]([CH2:7][CH2:8][C:9]2[CH:18]=[CH:17][C:12]3[C:13](=[O:16])[O:14][CH2:15][C:11]=3[CH:10]=2)[CH2:2][CH2:3]1. Procedure: 4-(1-Hydroxy-2-{4-[2-(1-oxo-1,3-dihydro-2-benzofuran-5-yl)ethyl]piperazin-1-yl}ethyl)-2-(methyloxy)benzonitrile was prepared in a similar fashion to that described for the synthesis of EXAMPLE 12 starting from 5-(2-piperazin-1-ylethyl)-2-benzofuran-1(3H)-one and 2-(methyloxy)-4-oxiran-2-ylbenzonitrile. Starting materials: N1=CC=CC=C1 (pyridine), [C-]1(C=CC=C1)CCO.[CH-]1C=CC=C1.[Fe+2] (2-ferrocenylethyl alcohol), C(C(=C)C)(=O)Cl (methacryloyl chloride). Solvent: CCOCC (ether), CCOCC (ether). Run at time 4 hour. Yields the product C(C(=C)C)(=O)OCC[C-]1C=CC=C1.[CH-]1C=CC=C1.[Fe+2] (Ferrocenylethyl Methacrylate). As a reaction SMILES: [C-:1]1([CH2:6][CH2:7][OH:8])[CH:5]=[CH:4][CH:3]=[CH:2]1.[CH-:9]1[CH:13]=[CH:12][CH:11]=[CH:10]1.[Fe+2:14].N1C=CC=CC=1.[C:21](Cl)(=[O:25])[C:22]([CH3:24])=[CH2:23]>CCOCC>[C:21]([O:8][CH2:7][CH2:6][C-:1]1[CH:5]=[CH:4][CH:3]=[CH:2]1)(=[O:25])[C:22]([CH3:24])=[CH2:23].[CH-:9]1[CH:13]=[CH:12][CH:11]=[CH:10]1.[Fe+2:14] |f:0.1.2,6.7.8|. Procedure details: 2-ferrocenylethyl alcohol obtained from Example 1 (0.8 g) is dissolved in 300 ml anhydrous ether and 0.4 g of pyridine are added. The solution of 0.5 ml methacryloyl chloride in 30 ml ether is added dropwise and the reaction is continued for four hours. The precipitate is removed by filtration and the ether solutions are combined, washed with 5% sodium bicarbonate, 5% hydrochloric acid, sodium bicarbonate again and dried. The ether is evaporated, leaving a brown viscous oil that is further purif...